describe an organic reaction: reactants, conditions, products, and yield From a dataset of the Open Reaction Database (ORD), a public repository of structured organic reaction records. Reactants: CN1CCC(CC1)=C1C2=C(C3=C(C4=C1C=CC=C4)C4C=CC3O4)C=CC=C2 (1-methyl-4-(1,4-dihydro-1,4-epoxy-9H-tribenzo[a,c,e]cyclohepten-9-ylidene)-piperidine), C1(=CC=CC=C1)C1=C(C(=C(C1=O)C1=CC=CC=C1)C1=CC=CC=C1)C1=CC=CC=C1 (tetraphenylcyclopentadienone), Cl (hydrochloric acid). Run in C=1(C(=CC=CC1)C)C (xylene). Product: CN1CCC(CC1)=C1C2=C(C=3C(C4=C1C=CC=C4)=COC3)C=CC=C2 (1-methyl-4-(8H-dibenzo[a,e]furo[3,4-c]cyclohepten-8-ylidene)-piperidine). As a reaction SMILES: [CH3:1][N:2]1[CH2:7][CH2:6][C:5](=[C:8]2[C:14]3[CH:15]=[CH:16][CH:17]=[CH:18][C:13]=3[C:12]3[CH:19]4[O:23][CH:22]([C:11]=3[C:10]3[CH:24]=[CH:25][CH:26]=[CH:27][C:9]2=3)C=C4)[CH2:4][CH2:3]1.C1(C2C(=O)C(C3C=CC=CC=3)=C(C3C=CC=CC=3)C=2C2C=CC=CC=2)C=CC=CC=1.Cl>C1(C)C(C)=CC=CC=1>[CH3:1][N:2]1[CH2:7][CH2:6][C:5](=[C:8]2[C:14]3[CH:15]=[CH:16][CH:17]=[CH:18][C:13]=3[C:12]3=[CH:19][O:23][CH:22]=[C:11]3[C:10]3[CH:24]=[CH:25][CH:26]=[CH:27][C:9]2=3)[CH2:4][CH2:3]1. Reported procedure: To a solution of 3.20 g. (0.0093 mole) of 1-methyl-4-(1,4-dihydro-1,4-epoxy-9H-tribenzo[a,c,e]cyclohepten-9-ylidene)-piperidine in 105 ml. of xylene (b.p. 139°-140°) is added 3.60 g. (0.00936 mole) of tetraphenylcyclopentadienone ("tetracyclone"). The solution is stirred and refluxed for 22 hours. To the cooled solution is added 100 ml. of 3N hydrochloric acid. The crystalline solid that forms is removed by filtration and is washed thoroughly with benzene and ether. The white crystalline solid i... Procedure details: The compound of example 532 was prepared analogous to compound of example 97 by reaction of compound of example 527 with 4-chloro benzoyl chloride. Reactants: C(C1=CC=CC=C1)(=O)NC1=CC=C(C=C1)C1=CC=C2CN(C(C2=C1)=O)[C@H](C(=O)OC)C(C)C ((S)-Methyl 2-(6-(4-benzamidophenyl)-1-oxoisoindolin-2-yl)-3-methylbutanoate), NC1=CC=C(C=C1)C1=CC=C2CN(C(C2=C1)=O)C1(CCCC1)C(=O)OC (Methyl 1-(6-(4-aminophenyl)-1-oxoisoindolin-2-yl)cyclopentanecarboxylate), ClC1=CC=C(C(=O)Cl)C=C1 (4-chloro benzoyl chloride). Isolated yield 74.0%. Yields the product ClC1=CC=C(C(=O)NC2=CC=C(C=C2)C2=CC=C3CN(C(C3=C2)=O)C2(CCCC2)C(=O)OC)C=C1 (Methyl 1-(6-(4-(4-chlorobenzamido)phenyl)-1-oxoisoindolin-2-yl)cyclopentane carboxylate). Reaction SMILES: C(NC1C=CC(C2C=C3C(CN([C@@H](C(C)C)C(OC)=O)C3=O)=CC=2)=CC=1)(=O)C1C=CC=CC=1.[NH2:34][C:35]1[CH:40]=[CH:39][C:38]([C:41]2[CH:49]=[C:48]3[C:44]([CH2:45][N:46]([C:51]4([C:56]([O:58][CH3:59])=[O:57])[CH2:55][CH2:54][CH2:53][CH2:52]4)[C:47]3=[O:50])=[CH:43][CH:42]=2)=[CH:37][CH:36]=1.[Cl:60][C:61]1[CH:69]=[CH:68][C:64]([C:65](Cl)=[O:66])=[CH:63][CH:62]=1>>[Cl:60][C:61]1[CH:69]=[CH:68][C:64]([C:65]([NH:34][C:35]2[CH:36]=[CH:37][C:38]([C:41]3[CH:49]=[C:48]4[C:44]([CH2:45][N:46]([C:51]5([C:56]([O:58][CH3:59])=[O:57])[CH2:55][CH2:54][CH2:53][CH2:52]5)[C:47]4=[O:50])=[CH:43][CH:42]=3)=[CH:39][CH:40]=2)=[O:66])=[CH:63][CH:62]=1. The reactants are N1(C=NC=C1)CC1=CC(=CC=C1)NC(=O)OC(C)(C)C (1-(1H-IMIDAZOL-1-yl)-1-[3-[(tert-BUTOXYCARBONYL)AMINO]PHENYL]-METHANE), OS(=O)(=O)O (H2SO4). The solvent is CO (methanol), CO (methanol), O1CCOCC1 (dioxane). Reaction conditions: temperature 25 celsius, time 4 hour. Yields the product N1(C=NC=C1)CC1=CC(=CC=C1)N (1-(1H-IMIDAZOL-1-YL)-1-(3-AMINOPHENYL)METHANE). Isolated yield 90.0%. RXN SMILES: [N:1]1([CH2:6][C:7]2[CH:12]=[CH:11][CH:10]=[C:9]([NH:13]C(OC(C)(C)C)=O)[CH:8]=2)[CH:5]=[CH:4][N:3]=[CH:2]1.OS(O)(=O)=O>CO.O1CCOCC1>[N:1]1([CH2:6][C:7]2[CH:12]=[CH:11][CH:10]=[C:9]([NH2:13])[CH:8]=2)[CH:5]=[CH:4][N:3]=[CH:2]1. Procedure: The title compound from Step B above (7.64 g, 27.95 mmoles) was dissolved in methanol (148 mL) and 10% conc. H2SO4 in dioxane (v/v) (380.8 mL) was added. The solution was stirred at 25° C. for 4 h. The solution was diluted with methanol and BioRad AG® 1-X8 (OH−) resin was added until the pH was basic. The resin was filtered off and washed with methanol. The combined filtrates were evaporated to dryness and the residue was chromatographed on silica gel using 2.5% (10% conc. NH4OH in methanol)-dic... The solvent is CO (methanol). Reaction SMILES: [OH2:1].Cl.[NH2:3]O.[OH-].[Na+].[CH3:7][CH:8]([N:13]=[N:14][C:15]([C:18]#[N:19])([CH3:17])[CH3:16])[CH2:9][CH:10]([CH3:12])[CH3:11]>CO>[CH3:7][CH:8]([N:13]=[N:14][C:15]([CH3:16])([CH3:17])[C:18](=[N:3][OH:1])[NH2:19])[CH2:9][CH:10]([CH3:11])[CH3:12] |f:1.2,3.4|. The reactants are CC(CC(C)C)N=NC(C)(C)C#N (2-(1,3-dimethyl-butylazo)-2-cyanopropane), O (water), Cl.NO (hydroxylamine hydrochloride), [OH-].[Na+] (sodium hydroxide). Run at time 2 hour. Yields the product CC(CC(C)C)N=NC(C(N)=NO)(C)C (2-(1,3-Dimethylbutylazo)-2-methylpropionamidoxime). Procedure: To 10 ml of water and 6.45 grams (0.0926 moles) of hydroxylamine hydrochloride in a 250 ml 3-neck round bottom flask equipped with a magnetic stirrer, air-cooled condenser, thermometer, and immersed in an ice bath was slowly added 7.42 grams (0.0926 moles) of 50% sodium hydroxide, followed by 100 ml of methanol. To this stirred mixture was added 16.4 grams (.0906 moles) of 2-(1,3-dimethyl-butylazo)-2-cyanopropane (from Example 4-a-4). The ice bath was removed and the flask stoppered and the reac... Reactants: O=C1NCC2(CCN(C(=O)OCc3ccccc3)CC2)O1, CI, CN(C)C=O, [H-], [Na+], O. The product is CN1CC2(CCN(C(=O)OCc3ccccc3)CC2)OC1=O. RXN SMILES: [C:1](=[O:2])([O:3][CH2:4][c:5]1[cH:6][cH:7][cH:8][cH:9][cH:10]1)[N:11]1[CH2:12][CH2:13][C:14]2([CH2:15][NH:16][C:17](=[O:19])[O:18]2)[CH2:20][CH2:21]1.[CH3:24][I:25].[CH3:26][N:27]([CH3:28])[CH:29]=[O:30].[H-:22].[Na+:23].[OH2:31]>>[C:1](=[O:2])([O:3][CH2:4][c:5]1[cH:6][cH:7][cH:8][cH:9][cH:10]1)[N:11]1[CH2:12][CH2:13][C:14]2([CH2:15][N:16]([CH3:26])[C:17](=[O:19])[O:18]2)[CH2:20][CH2:21]1. The reactants are Cl.N1=C(C=CC=C1)CCl (picolyl chloride hydrochloride), ClC=1C=C(C=CC1O)NC1=NC=NC2=CC=CC(=C12)OC[C@H](C)NC(CO)=O (N-[(1S)-2-({4-[(3-chloro-4-hydroxyphenyl)amino]quinazolin-5-yl}oxy)-1-methylethyl]-2-hydroxyacetamide). The product is ClC=1C=C(C=CC1OCC1=NC=CC=C1)NC1=NC=NC2=CC=CC(=C12)OC[C@H](C)NC(CO)=O (N-{(1S)-2-[(4-{[3-Chloro-4-(pyridin-2-ylmethoxy)phenyl]amino}quinazolin-5-yl)oxy]-1-methylethyl}-2-hydroxyacetamide). The yield is 57.0%. As a reaction SMILES: Cl.[N:2]1[CH:7]=[CH:6][CH:5]=[CH:4][C:3]=1[CH2:8]Cl.[Cl:10][C:11]1[CH:12]=[C:13]([NH:18][C:19]2[C:28]3[C:23](=[CH:24][CH:25]=[CH:26][C:27]=3[O:29][CH2:30][C@@H:31]([NH:33][C:34](=[O:37])[CH2:35][OH:36])[CH3:32])[N:22]=[CH:21][N:20]=2)[CH:14]=[CH:15][C:16]=1[OH:17]>>[Cl:10][C:11]1[CH:12]=[C:13]([NH:18][C:19]2[C:28]3[C:23](=[CH:24][CH:25]=[CH:26][C:27]=3[O:29][CH2:30][C@@H:31]([NH:33][C:34](=[O:37])[CH2:35][OH:36])[CH3:32])[N:22]=[CH:21][N:20]=2)[CH:14]=[CH:15][C:16]=1[O:17][CH2:8][C:3]1[CH:4]=[CH:5][CH:6]=[CH:7][N:2]=1 |f:0.1|. Procedure: The procedure described in Example 3 was repeated using picolyl chloride hydrochloride and N-[(1S)-2-({4-[(3-chloro-4-hydroxyphenyl)amino]quinazolin-5-yl}oxy)-1-methylethyl]-2-hydroxyacetamide to give the title compound in 57% yield; NMR spectrum (DMSO-d6) 1.23 (d, 3H), 3.64-3.81 (m, 2H), 4.24-4.36 (m, 2H), 4.45-4.59 (m, 1H), 5.29 (s, 2H), 5.45 (t, 1H), 7.13-7.23 (m, 2H), 7.35 (t, 2H), 7.49-7.53 (m, 1H), 7.56-7.59 (m, 1H), 7.72 (t, 1H), 7.87 (t, 1H), 7.99-8.02 (m, 2H), 8.46 (s, 1H), 8.59 (d, 1H)... Reactants: [Br-], CC(=O)OCOC(=O)c1c(-c2c3ccc(N(C)C)cc3[o+]c3cc(N(C)C)ccc23)ccc([N+](=O)[O-])c1N, CCO, ClCCl. Product: [Br-], CC(=O)OCOC(=O)c1c(-c2c3ccc(N(C)C)cc3[o+]c3cc(N(C)C)ccc23)ccc(N)c1N. RXN SMILES: [Br-:1].[CH3:2][N:3]([c:4]1[cH:5][cH:6][c:7]2[c:8](-[c:21]3[c:22]([C:31](=[O:32])[O:33][CH2:34][O:35][C:36]([CH3:37])=[O:38])[c:23]([NH2:30])[c:24]([N+:27]([O-:28])=[O:29])[cH:25][cH:26]3)[c:9]3[cH:10][cH:11][c:12]([N:18]([CH3:19])[CH3:20])[cH:13][c:14]3[o+:15][c:16]2[cH:17]1)[CH3:39].[CH3:40][CH2:41][OH:42].[Cl:43][CH2:44][Cl:45]>>[Br-:1].[CH3:2][N:3]([c:4]1[cH:5][cH:6][c:7]2[c:8](-[c:21]3[c:22]([C:31](=[O:32])[O:33][CH2:34][O:35][C:36]([CH3:37])=[O:38])[c:23]([NH2:30])[c:24]([NH2:27])[cH:25][cH:26]3)[c:9]3[cH:10][cH:11][c:12]([N:18]([CH3:19])[CH3:20])[cH:13][c:14]3[o+:15][c:16]2[cH:17]1)[CH3:39]. The reactants are OCCN1CCNCC1 (1-(2-hydroxyethyl)piperazine), C(C)(=O)O (acetic acid), C(C)(=O)O[BH-](OC(C)=O)OC(C)=O.[Na+] (sodium triacetoxyborohydride), Cl (hydrochloric acid), ClC1=C2CNC(C2=C(C=C1F)C=1N(C2=CC=C(C=C2C1)C=O)C(=O)OC(C)(C)C)=O (4-chloro-5-fluoro-7-[1-(tert-butoxycarbonyl)-5-formylindol-2-yl]isoindolinone). The solvent is C(C)#N (acetonitrile). The product is ClC1=C2CNC(C2=C(C=C1F)C=1N(C2=CC=C(C=C2C1)CN1CCN(CC1)CCO)C(=O)OC(C)(C)C)=O (4-chloro-5-fluoro-7-{1-(tert-butoxycarbonyl)-5-[4-(2-hydroxyethyl)pyperazin-1-ylmethyl]indol-2-yl}isoindolinone). Isolated yield 85.4%. Reaction SMILES: [Cl:1][C:2]1[C:10]([F:11])=[CH:9][C:8]([C:12]2[N:13]([C:23]([O:25][C:26]([CH3:29])([CH3:28])[CH3:27])=[O:24])[C:14]3[C:19]([CH:20]=2)=[CH:18][C:17]([CH:21]=O)=[CH:16][CH:15]=3)=[C:7]2[C:3]=1[CH2:4][NH:5][C:6]2=[O:30].[OH:31][CH2:32][CH2:33][N:34]1[CH2:39][CH2:38][NH:37][CH2:36][CH2:35]1.C(O)(=O)C.C(O[BH-](OC(=O)C)OC(=O)C)(=O)C.[Na+].Cl>C(#N)C>[Cl:1][C:2]1[C:10]([F:11])=[CH:9][C:8]([C:12]2[N:13]([C:23]([O:25][C:26]([CH3:28])([CH3:27])[CH3:29])=[O:24])[C:14]3[C:19]([CH:20]=2)=[CH:18][C:17]([CH2:21][N:37]2[CH2:38][CH2:39][N:34]([CH2:33][CH2:32][OH:31])[CH2:35][CH2:36]2)=[CH:16][CH:15]=3)=[C:7]2[C:3]=1[CH2:4][NH:5][C:6]2=[O:30] |f:3.4|. Reported procedure: In a similar manner to Step 2 of Example 6, 4-chloro-5-fluoro-7-[1-(tert-butoxycarbonyl)-5-formylindol-2-yl]isoindolinone (93.7 mg, 0.220 mmol) was dissolved in acetonitrile (6.6 mL), and the solution was treated with 1-(2-hydroxyethyl)piperazine (115 mg, 0.880 mmol), acetic acid (0.252 mL, 4.40 mmol) and sodium triacetoxyborohydride (163 mg, 0.77 mmol). The reaction mixture was added with 1 mol/L hydrochloric acid and extracted with ethyl acetate. The organic layer was washed with saturated aqu... Reactants: [Cl-].[NH4+] (ammonium chloride), COC=1C=C(C=CC1C1=CN=C(O1)C)C1=NN=C2N1CCCC2C(=O)OCC (ethyl 3-[3-methoxy-4-(2-methyl-1,3-oxazol-5-yl)phenyl]-5,6,7,8-tetrahydro[1,2,4]triazolo[4,3-a]pyridine-8-carboxylate), ClC1=CC=C(C=C1)OCCl (1-Chloro-4-(chloromethoxy)benzene), [H-].[Na+] (sodium hydride). Run in CN(C)C=O (DMF). Reaction conditions: temperature 0 celsius, time 30 minute. Product: ClC1=CC=C(OCC2(C=3N(CCC2)C(=NN3)C3=CC(=C(C=C3)C3=CN=C(O3)C)OC)C(=O)OCC)C=C1 (ethyl 8-[(4-chlorophenoxy)methyl]-3-[3-methoxy-4-(2-methyl-1,3-oxazol-5-yl)phenyl]-5,6,7,8-tetrahydro[1,2,4]triazolo[4,3-a]pyridine-8-carboxylate). Isolated yield 32.2%. Reaction SMILES: [CH3:1][O:2][C:3]1[CH:4]=[C:5]([C:15]2[N:19]3[CH2:20][CH2:21][CH2:22][CH:23]([C:24]([O:26][CH2:27][CH3:28])=[O:25])[C:18]3=[N:17][N:16]=2)[CH:6]=[CH:7][C:8]=1[C:9]1[O:13][C:12]([CH3:14])=[N:11][CH:10]=1.[H-].[Na+].[Cl:31][C:32]1[CH:37]=[CH:36][C:35]([O:38][CH2:39]Cl)=[CH:34][CH:33]=1.[Cl-].[NH4+]>CN(C=O)C>[Cl:31][C:32]1[CH:37]=[CH:36][C:35]([O:38][CH2:39][C:23]2([C:24]([O:26][CH2:27][CH3:28])=[O:25])[CH2:22][CH2:21][CH2:20][N:19]3[C:15]([C:5]4[CH:6]=[CH:7][C:8]([C:9]5[O:13][C:12]([CH3:14])=[N:11][CH:10]=5)=[C:3]([O:2][CH3:1])[CH:4]=4)=[N:16][N:17]=[C:18]23)=[CH:34][CH:33]=1 |f:1.2,4.5|. Procedure: Under ice-cooling and an argon stream, to a mixture of ethyl 3-[3-methoxy-4-(2-methyl-1,3-oxazol-5-yl)phenyl]-5,6,7,8-tetrahydro[1,2,4]triazolo[4,3-a]pyridine-8-carboxylate (1000 mg) in DMF (15 mL) was added sodium hydride (60%, 115 mg), and the mixture was stirred at 0° C. for 30 min. 1-Chloro-4-(chloromethoxy)benzene (694 mg) was added, and the mixture was stirred at 0° C. for 1 hr. Saturated aqueous ammonium chloride was added to the reaction mixture, and the mixture was extracted with ethyl ...